Dataset: the Open Reaction Database (ORD), a public repository of structured organic reaction records. Task: describe an organic reaction: reactants, conditions, products, and yield Reactants: CCCCCCOc1cccc(COC(C)=O)n1, CCO, [Na+], [OH-]. Yields the product CCCCCCOc1cccc(CO)n1. RXN SMILES: [C:1](=[O:2])([CH3:3])[O:4][CH2:5][c:6]1[n:7][c:8]([O:12][CH2:13][CH2:14][CH2:15][CH2:16][CH2:17][CH3:18])[cH:9][cH:10][cH:11]1.[CH3:21][CH2:22][OH:23].[Na+:20].[OH-:19]>>[OH:4][CH2:5][c:6]1[n:7][c:8]([O:12][CH2:13][CH2:14][CH2:15][CH2:16][CH2:17][CH3:18])[cH:9][cH:10][cH:11]1. Reactants: BrC1=C(C=CC=2OC3=CC=C(C=C3[C@@]3(C12)N=C(OC3)N)C=3C=NC=CC3)OCC3(COC3)C ((S)-1′-bromo-2′-((3-methyloxetan-3-yl)methoxy)-7′-(pyridin-3-yl)-5H-spiro[oxazole-4,9′-xanthen]-2-amine), CC(C)(C#C)O (2-methyl-3-butyn-2-ol), CN(C)C=O (DMF), C(C)(C)NC(C)C (diisopropylamine). Reagents/catalysts: C=1C=CC(=CC1)[P](C=2C=CC=CC2)(C=3C=CC=CC3)[Pd]([P](C=4C=CC=CC4)(C=5C=CC=CC5)C=6C=CC=CC6)([P](C=7C=CC=CC7)(C=8C=CC=CC8)C=9C=CC=CC9)[P](C=1C=CC=CC1)(C=1C=CC=CC1)C=1C=CC=CC1 (tetrakis(triphenylphosphine)palladium), [Cu]I (copper(i) iodide). Conditions: temperature 90 celsius. Yields the product NC=1OC[C@@]2(C3=CC(=CC=C3OC=3C=CC(=C(C23)C#CC(C)(O)C)OCC2(COC2)C)C=2C=NC=CC2)N1 ((S)-4-(2-amino-2′-((3-methyloxetan-3-yl)methoxy)-7′-(pyridin-3-yl)-5H-spiro[oxazole-4,9′-xanthene]-1′-yl)-2-methylbut-3-yn-2-ol). As a reaction SMILES: Br[C:2]1[C:15]2[C@:14]3([CH2:19][O:18][C:17]([NH2:20])=[N:16]3)[C:13]3[C:8](=[CH:9][CH:10]=[C:11]([C:21]4[CH:22]=[N:23][CH:24]=[CH:25][CH:26]=4)[CH:12]=3)[O:7][C:6]=2[CH:5]=[CH:4][C:3]=1[O:27][CH2:28][C:29]1([CH3:33])[CH2:32][O:31][CH2:30]1.[CH3:34][C:35]([OH:39])([C:37]#[CH:38])[CH3:36].CN(C=O)C.C(NC(C)C)(C)C>C1C=CC([P]([Pd]([P](C2C=CC=CC=2)(C2C=CC=CC=2)C2C=CC=CC=2)([P](C2C=CC=CC=2)(C2C=CC=CC=2)C2C=CC=CC=2)[P](C2C=CC=CC=2)(C2C=CC=CC=2)C2C=CC=CC=2)(C2C=CC=CC=2)C2C=CC=CC=2)=CC=1.[Cu]I>[NH2:20][C:17]1[O:18][CH2:19][C@@:14]2([N:16]=1)[C:15]1[C:2]([C:38]#[C:37][C:35]([CH3:36])([OH:39])[CH3:34])=[C:3]([O:27][CH2:28][C:29]3([CH3:33])[CH2:32][O:31][CH2:30]3)[CH:4]=[CH:5][C:6]=1[O:7][C:8]1[C:13]2=[CH:12][C:11]([C:21]2[CH:22]=[N:23][CH:24]=[CH:25][CH:26]=2)=[CH:10][CH:9]=1 |^1:55,57,76,95|. Reported procedure: A resealable tube was charged with (S)-1′-bromo-2′-((3-methyloxetan-3-yl)methoxy)-7′-(pyridin-3-yl)-5H-spiro[oxazole-4,9′-xanthen]-2-amine (300 mg, 0.590 mmol), 2-methyl-3-butyn-2-ol (248 mg, 2.95 mmol), tetrakis(triphenylphosphine)palladium (68.2 mg, 0.059 mmol) and copper(i) iodide (22.48 mg, 0.118 mmol). To this were added DMF (1180 μL, 0.590 mmol) and diisopropylamine (1241 μL, 8.85 mmol). The reaction was flushed with argon, sealed and heated at 90° C. for 1.5 hours. The reaction was dilute... The product is C1(CC1)C=1C(=NC=C(N1)C(F)(F)F)N[C@@H]1[C@H](CCC1)NC(=O)C1=NC=CC=C1C1=NC=CC=N1 (N-[(1S,2S)-2-{[3-Cyclopropyl-5-(trifluoromethyl)pyrazin-2-yl]amino}cyclopentyl]-3-(pyrimidin-2-yl)pyridine-2-carboxamide). Procedure: Prepared according to the procedure for 2-(5-Ethoxypyrimidin-2-yl)-N-[(1S,2S)-2-{[5-(trifluoromethyl)pyrazin-2-yl]amino}cyclopentyl]benzamide (Example 135) from (1S,2S)-1-N-[3-cyclopropyl-5-(trifluoromethyl)pyrazin-2-yl]cyclopentane-1,2-diamine hydrochloride (Intermediate 48; 105 mg, 0.33 mmol) and 3-(pyrimidin-2-yl)pyridine-2-carboxylic acid (CAS number 1228431-21-7; 79 mg, 0.39 mmol) except after work-up, the organics were loaded directly on to a cation/anion mixed mode cartridge, eluted with ... Reaction SMILES: C(OC1C=NC(C2C=CC=CC=2C(N[C@H]2CCC[C@@H]2NC2C=NC(C(F)(F)F)=CN=2)=O)=NC=1)C.Cl.[CH:36]1([C:39]2[C:40]([NH:49][C@H:50]3[CH2:54][CH2:53][CH2:52][C@@H:51]3[NH2:55])=[N:41][CH:42]=[C:43]([C:45]([F:48])([F:47])[F:46])[N:44]=2)[CH2:38][CH2:37]1.[N:56]1[CH:61]=[CH:60][CH:59]=[N:58][C:57]=1[C:62]1[C:63]([C:68](O)=[O:69])=[N:64][CH:65]=[CH:66][CH:67]=1>>[CH:36]1([C:39]2[C:40]([NH:49][C@H:50]3[CH2:54][CH2:53][CH2:52][C@@H:51]3[NH:55][C:68]([C:63]3[C:62]([C:57]4[N:56]=[CH:61][CH:60]=[CH:59][N:58]=4)=[CH:67][CH:66]=[CH:65][N:64]=3)=[O:69])=[N:41][CH:42]=[C:43]([C:45]([F:47])([F:48])[F:46])[N:44]=2)[CH2:37][CH2:38]1 |f:1.2|. Starting materials: C(C)OC=1C=NC(=NC1)C1=C(C(=O)N[C@@H]2[C@H](CCC2)NC2=NC=C(N=C2)C(F)(F)F)C=CC=C1 (2-(5-Ethoxypyrimidin-2-yl)-N-[(1S,2S)-2-{[5-(trifluoromethyl)pyrazin-2-yl]amino}cyclopentyl]benzamide), N1=C(N=CC=C1)C=1C(=NC=CC1)C(=O)O (3-(pyrimidin-2-yl)pyridine-2-carboxylic acid), Cl.C1(CC1)C=1C(=NC=C(N1)C(F)(F)F)N[C@@H]1[C@H](CCC1)N ((1S,2S)-1-N-[3-cyclopropyl-5-(trifluoromethyl)pyrazin-2-yl]cyclopentane-1,2-diamine hydrochloride), Cl.C1(CC1)C=1C(=NC=C(N1)C(F)(F)F)N[C@@H]1[C@H](CCC1)N ((1S,2S)-1-N-[3-cyclopropyl-5-(trifluoromethyl)pyrazin-2-yl]cyclopentane-1,2-diamine hydrochloride). Solvent: C(Cl)Cl (methylene chloride), FC(C(=O)O)(F)F (trifluoroacetic acid), C1(=CC=CC=C1)OC (anisole). Reported procedure: {2-[2-(3,5-dimethylphenyl)-5-(3,3-dimethylureido)-1H-indol-3-yl]-ethyl}-carbamic acid tert-butyl ester (295 mg) was dissolved in a ternary solvent mixture comprising methylene chloride (6 mL), trifluoroacetic acid (2 mL) and anisole (2 mL) for 2.5 h. The volatile solvent components were removed on a rotary evaporator and the residues taken up in methanol and purified on four (20×20 cm 1000μ) preparative silica gel plates and eluted with a solvent system comprising methanol and methylene chloride... Product: NCCC1=C(NC2=CC=C(C=C12)NC(N(C)C)=O)C1=CC(=CC(=C1)C)C (3-[3-(2-aminoethyl) -2-(3,5-dimethylphenyl)-1H-indol-5-yl]-1,1-dimethylurea). The reactants are C(C)(C)(C)OC(NCCC1=C(NC2=CC=C(C=C12)NC(=O)N(C)C)C1=CC(=CC(=C1)C)C)=O ({2-[2-(3,5-dimethylphenyl)-5-(3,3-dimethylureido)-1H-indol-3-yl]-ethyl}-carbamic acid tert-butyl ester). Yield: 96.8%. RXN SMILES: C(OC(=O)[NH:7][CH2:8][CH2:9][C:10]1[C:18]2[C:13](=[CH:14][CH:15]=[C:16]([NH:19][C:20]([N:22]([CH3:24])[CH3:23])=[O:21])[CH:17]=2)[NH:12][C:11]=1[C:25]1[CH:30]=[C:29]([CH3:31])[CH:28]=[C:27]([CH3:32])[CH:26]=1)(C)(C)C>C(Cl)Cl.FC(F)(F)C(O)=O.C1(OC)C=CC=CC=1>[NH2:7][CH2:8][CH2:9][C:10]1[C:18]2[C:13](=[CH:14][CH:15]=[C:16]([NH:19][C:20](=[O:21])[N:22]([CH3:24])[CH3:23])[CH:17]=2)[NH:12][C:11]=1[C:25]1[CH:30]=[C:29]([CH3:31])[CH:28]=[C:27]([CH3:32])[CH:26]=1. Starting materials: CN1CCC2(c3ccccc3)OC2C1, [N-]=[N+]=[N-], [Na+], C1COCCO1, O. Yields the product CN1CCC(N=[N+]=[N-])(c2ccccc2)C(O)C1. As a reaction SMILES: [CH3:5][N:6]1[CH2:7][CH:8]2[C:9]([c:13]3[cH:14][cH:15][cH:16][cH:17][cH:18]3)([CH2:10][CH2:11]1)[O:12]2.[N-:2]=[N+:3]=[N-:4].[Na+:1].[O:19]1[CH2:20][CH2:21][O:22][CH2:23][CH2:24]1.[OH2:25]>>[N:2](=[N+:3]=[N-:4])[C:9]1([c:13]2[cH:14][cH:15][cH:16][cH:17][cH:18]2)[CH:8]([OH:12])[CH2:7][N:6]([CH3:5])[CH2:11][CH2:10]1.